Dataset: the Open Reaction Database (ORD), a public repository of structured organic reaction records. Task: describe an organic reaction: reactants, conditions, products, and yield Reactants: Clc1cc(Cl)ncn1, Clc1nc2ccccc2[nH]1, [H-], [Na+], CN(C)C=O, O. The product is Clc1cc(-n2c(Cl)nc3ccccc32)ncn1. RXN SMILES: [Cl:13][c:14]1[n:15][cH:16][n:17][c:18]([Cl:20])[cH:19]1.[Cl:1][c:2]1[n:3][c:4]2[c:5]([nH:6]1)[cH:7][cH:8][cH:9][cH:10]2.[H-:11].[Na+:12].[O:22]=[CH:23][N:24]([CH3:25])[CH3:26].[OH2:21]>>[Cl:1][c:2]1[n:3][c:4]2[c:5]([n:6]1-[c:18]1[n:17][cH:16][n:15][c:14]([Cl:13])[cH:19]1)[cH:7][cH:8][cH:9][cH:10]2. Starting materials: [OH-].[Na+] (sodium hydroxide), C(C)OC(=O)C1=CN(C2=C(C(=CC=C2C1=O)C1=CC(=NC(=C1)C)CN1C(C2=CC=CC=C2C1=O)=O)C)C1CC1 (1-cyclopropyl-7-{2-[(1,3-dioxo-2,3-dihydro-1H-2-isoindolyl)methyl]-6-methyl-4-pyridyl}-8-methyl-4-oxo-1,4-dihydro-3-quinolinecarboxylic acid ethyl ester), Cl (hydrochloric acid). Solvent: CO (methanol). Run at time 1 hour. Yields the product Cl.NCC1=NC(=CC(=C1)C1=CC=C2C(C(=CN(C2=C1C)C1CC1)C(=O)O)=O)C (7-[2-(aminomethyl)-6-methyl-4-pyridyl]-1-cyclopropyl-8-methyl-4-oxo-1,4-dihydro-3-quinolinecarboxylic acid hydrochloride). Reaction SMILES: C([O:3][C:4]([C:6]1[C:15](=[O:16])[C:14]2[C:9](=[C:10]([CH3:36])[C:11]([C:17]3[CH:22]=[C:21]([CH3:23])[N:20]=[C:19]([CH2:24][N:25]4C(=O)C5C(=CC=CC=5)C4=O)[CH:18]=3)=[CH:12][CH:13]=2)[N:8]([CH:37]2[CH2:39][CH2:38]2)[CH:7]=1)=[O:5])C.[OH-].[Na+].[ClH:42]>CO>[ClH:42].[NH2:25][CH2:24][C:19]1[CH:18]=[C:17]([C:11]2[C:10]([CH3:36])=[C:9]3[C:14]([C:15](=[O:16])[C:6]([C:4]([OH:5])=[O:3])=[CH:7][N:8]3[CH:37]3[CH2:38][CH2:39]3)=[CH:13][CH:12]=2)[CH:22]=[C:21]([CH3:23])[N:20]=1 |f:1.2,5.6|. Procedure details: To a suspension of 0.31 g of 1-cyclopropyl-7-{2-[(1,3-dioxo-2,3-dihydro-1H-2-isoindolyl)methyl]-6-methyl-4-pyridyl}-8-methyl-4-oxo-1,4-dihydro-3-quinolinecarboxylic acid ethyl ester in 2 ml of methanol was added 1.78 ml of an aqueous 1 mol/l sodium hydroxide solution and the mixture was stirred at room temperature for 1 hour. The reaction mixture was adjusted to pH 5.3 with 1 mol/l hydrochloric acid and then precipitated crystals were filtered. The obtained crystals were dissolved in 6 mol/l hyd... The reactants are [H-].[Na+] (NaH), ClC1=C2NC(=NC2=NC=N1)CCC (6-chloro-8-propyl-purine), C(C)(C)(C)OC(=O)C=1C(=CC=CC1)C1=CC=C(C=C1)CBr (t-Butyl-4-bromomethylbiphenyl-2'-carboxylate), ice water. The solvent is CN(C)C=O (DMF). Run at temperature 40 celsius, time 20 minute. Yields the product ClC1=C2N=C(N(C2=NC=N1)CC1=CC=C(C=C1)C1=C(C=CC=C1)C(=O)OC(C)(C)C)CCC (6-Chloro-8-propyl-9-(2'-t-butoxycarbonylbiphen-4-yl)methylpurine), solid. The yield is 53.0%. RXN SMILES: [H-].[Na+].[Cl:3][C:4]1[N:12]=[CH:11][N:10]=[C:9]2[C:5]=1[NH:6][C:7]([CH2:13][CH2:14][CH3:15])=[N:8]2.[C:16]([O:20][C:21]([C:23]1[C:24]([C:29]2[CH:34]=[CH:33][C:32]([CH2:35]Br)=[CH:31][CH:30]=2)=[CH:25][CH:26]=[CH:27][CH:28]=1)=[O:22])([CH3:19])([CH3:18])[CH3:17]>CN(C=O)C>[Cl:3][C:4]1[N:12]=[CH:11][N:10]=[C:9]2[C:5]=1[N:6]=[C:7]([CH2:13][CH2:14][CH3:15])[N:8]2[CH2:35][C:32]1[CH:33]=[CH:34][C:29]([C:24]2[CH:25]=[CH:26][CH:27]=[CH:28][C:23]=2[C:21]([O:20][C:16]([CH3:19])([CH3:18])[CH3:17])=[O:22])=[CH:30][CH:31]=1 |f:0.1|. Procedure details: To a suspension of NaH (0.20 g) in dry DMF (3 ml), 6-chloro-8-propyl-purine (0.06 g, 0.3 mmol) was added, and the mixture was stirred at 40° C. for 20 minutes. t-Butyl-4-bromomethylbiphenyl-2'-carboxylate (0.11 g, 0.31 mmol) was then added at room temperature and stirring continued for 3 hours at 40° C. The content of the flask was poured into ice-water (100 ml and extracted with ethylacetate. The organic phase was separated and dried over MgSO4. Removal of the solvent under reduced pressure gav... The reactants are Cc1ccc(-c2cccc(C(=O)CC(=O)Nc3cc(F)ccc3NC(=O)OC(C)(C)C)c2)cn1, ClCCl, O=C(O)C(F)(F)F. The product is Cc1ccc(-c2cccc(C3=Nc4ccc(F)cc4NC(=O)C3)c2)cn1. RXN SMILES: [C:1]([O:2][C:3](=[O:4])[NH:7][c:8]1[c:9]([NH:15][C:16]([CH2:17][C:18](=[O:5])[c:20]2[cH:21][c:22](-[c:26]3[cH:27][n:28][c:29]([CH3:32])[cH:30][cH:31]3)[cH:23][cH:24][cH:25]2)=[O:33])[cH:10][c:11]([F:14])[cH:12][cH:13]1)([CH3:6])([CH3:19])[CH3:34].[Cl:42][CH2:43][Cl:44].[F:35][C:36]([F:37])([F:38])[C:39]([OH:40])=[O:41]>>[N:7]1=[C:18]([c:20]2[cH:21][c:22](-[c:26]3[cH:27][n:28][c:29]([CH3:32])[cH:30][cH:31]3)[cH:23][cH:24][cH:25]2)[CH2:17][C:16](=[O:33])[NH:15][c:9]2[c:8]1[cH:13][cH:12][c:11]([F:14])[cH:10]2. Product: CN(C1=NC(=NS1)CCl)C (5-Dimethylamino-3-(chloromethyl)-1,2,4-thiadiazole). Starting materials: CNC (dimethylamine), ClC1=NC(=NS1)CCl (5-chloro-3-(chloromethyl)-1,2,4-thiadiazole), C([O-])([O-])=O.[K+].[K+] (potassium carbonate). The solvent is CCCCCC (hexane), C(C)O (ethanol), CO (methanol), C(C)(=O)OCC (ethyl acetate). RXN SMILES: [CH3:1][NH:2][CH3:3].Cl[C:5]1[S:9][N:8]=[C:7]([CH2:10][Cl:11])[N:6]=1.C(=O)([O-])[O-].[K+].[K+]>C(O)C.CO.C(OCC)(=O)C.CCCCCC>[CH3:1][N:2]([CH3:3])[C:5]1[S:9][N:8]=[C:7]([CH2:10][Cl:11])[N:6]=1 |f:2.3.4|. Conditions: time 3 hour. Procedure: A solution of dimethylamine in ethanol (0.5 ml×33%) was added to a stirred suspension of 5-chloro-3-(chloromethyl)-1,2,4-thiadiazole (540 mg) (J. Goerdeler, Chem. Ber. 1957, 90, p 182 or ICI EP 0006679) and potassium carbonate (1.0 g) in methanol. The solution was stirred at room temperature for three hours, and then the solvent removed under reduced pressure. The residue was taken up in ethyl acetate (40 ml), washed with water (20 ml) and brine (20 ml). The organic layers were dried (MgSO4), fi... The reactants are ClCCCI (1-chloro-3-iodopropane), [Li]CCCC (n-BuLi), heptanes, O1C=CC2=C1C=CC=C2 (benzofuran), [NH4+].[Cl-] (NH4Cl). Reagents/catalysts: [Cu]I (copper (I) iodide). Run in C1CCOC1 (THF). Conditions: temperature -15 celsius, time 30 minute. Yields the product ClCCCC=1OC2=C(C1)C=CC=C2 (2-(3-chloro-propyl)-benzofuran). The yield is 25.9%. Reaction SMILES: [Li]CCCC.[O:6]1[C:10]2[CH:11]=[CH:12][CH:13]=[CH:14][C:9]=2[CH:8]=[CH:7]1.[Cl:15][CH2:16][CH2:17][CH2:18]I.[NH4+].[Cl-]>C1COCC1.[Cu]I>[Cl:15][CH2:16][CH2:17][CH2:18][C:7]1[O:6][C:10]2[CH:11]=[CH:12][CH:13]=[CH:14][C:9]=2[CH:8]=1 |f:3.4|. Procedure details: n-BuLi in heptanes (1.5 ml, 2.4 mmol, 1.6M) was added drop wise to benzofuran (236 mg, 2.0 mmol) in THF (5 ml) at −20° C. under argon. The reaction mixture was stirred at −15° C. for 30 min, then 1-chloro-3-iodopropane (322 μl, 3.0 mmol) and copper (I) iodide (38 mg, 0.2 mmol) were added. The reaction was stirred at −15° C. for 1 h, then NH4Cl (sat. aq., 5 ml) was added. The product was extracted with diethyl ether (2×30 ml) and the organic layer was washed with brine (10 ml), dried (K2CO3), fil... Reactants: COC(=O)OC, CC(C)[N-]C(C)C, Cc1cc(Cl)nc(-c2ccc(C(F)(F)F)cc2)c1, [Li+]. Reaction SMILES: [CH3:27][O:28][C:29](=[O:30])[O:31][CH3:32].[CH3:2][CH:3]([N-:4][CH:5]([CH3:6])[CH3:7])[CH3:8].[Cl:9][c:10]1[n:11][c:12](-[c:17]2[cH:18][cH:19][c:20]([C:23]([F:24])([F:25])[F:26])[cH:21][cH:22]2)[cH:13][c:14]([CH3:16])[cH:15]1.[Li+:1]>>[Cl:9][c:10]1[n:11][c:12](-[c:17]2[cH:18][cH:19][c:20]([C:23]([F:24])([F:25])[F:26])[cH:21][cH:22]2)[cH:13][c:14]([CH2:16][C:29]([O:28][CH3:27])=[O:30])[cH:15]1. The product is COC(=O)Cc1cc(Cl)nc(-c2ccc(C(F)(F)F)cc2)c1. The reactants are COc1cccc2sc3c(=O)[nH]cnc3c12, ClCCCl, CN(C)C=O. Product: COc1cccc2sc3c(Cl)ncnc3c12. RXN SMILES: [CH3:6][O:7][c:8]1[cH:9][cH:10][cH:11][c:12]2[c:13]1[c:14]1[n:15][cH:16][nH:17][c:18](=[O:21])[c:19]1[s:20]2.[Cl:22][CH2:23][CH2:24][Cl:25].[O:1]=[CH:2][N:3]([CH3:4])[CH3:5]>>[CH3:6][O:7][c:8]1[cH:9][cH:10][cH:11][c:12]2[c:13]1[c:14]1[n:15][cH:16][n:17][c:18]([Cl:22])[c:19]1[s:20]2. The reactants are NCCCOC1=CC=C2CCN(CC2=C1)C (7-(3-aminopropoxy)-2-methyl-1,2,3,4-tetrahydroisoquinoline), COC1=NS(N=C1OC)=O (3,4-dimethoxy-1,2,5-thiadiazole-1-oxide). The solvent is CO (methanol), CO (methanol). Run at time 1 hour. The product is S1(N=NC=C1)=O.C1NCCC2=CC=CC=C12 (tetrahydroisoquinoline thiadiazole-1-oxide). RXN SMILES: [NH2:1][CH2:2][CH2:3]CO[C:6]1[CH:15]=[C:14]2[C:9]([CH2:10][CH2:11][N:12](C)[CH2:13]2)=[CH:8][CH:7]=1.COC1C(OC)=N[S:21](=[O:26])[N:20]=1>CO>[S:21]1(=[O:26])[CH:3]=[CH:2][N:1]=[N:20]1.[CH2:13]1[C:14]2[C:9](=[CH:8][CH:7]=[CH:6][CH:15]=2)[CH2:10][CH2:11][NH:12]1 |f:3.4|. Reported procedure: A solution of 7-(3-aminopropoxy)-2-methyl-1,2,3,4-tetrahydroisoquinoline (5.43 g) in methanol (70 ml) is slowly added over a period of 45 minutes to a stirred solution of 3,4-dimethoxy-1,2,5-thiadiazole-1-oxide (3.68 g) in 375 ml of methanol at a temperature of 3° C. The reaction mixture is stirred for an additional one hour and 25.0 g anhydrous ammonia is bubbled in over a period of 10 minutes. The resulting mixture is warmed to RT with stirring and the solution is evaporated in vacuo. The near...